From a dataset of the Open Reaction Database (ORD), a public repository of structured organic reaction records. describe an organic reaction: reactants, conditions, products, and yield Starting materials: O=C(O)C(F)(F)F, OC(CC1CCNCC1)(c1ccccc1)c1ccccc1. As a reaction SMILES: [OH:22][C:23]([C:24]([F:25])([F:26])[F:27])=[O:28].[c:1]1([C:7]([CH2:8][CH:9]2[CH2:10][CH2:11][NH:12][CH2:13][CH2:14]2)([OH:15])[c:16]2[cH:17][cH:18][cH:19][cH:20][cH:21]2)[cH:2][cH:3][cH:4][cH:5][cH:6]1>>[c:1]1([C:7](=[CH:8][CH:9]2[CH2:10][CH2:11][NH:12][CH2:13][CH2:14]2)[c:16]2[cH:17][cH:18][cH:19][cH:20][cH:21]2)[cH:2][cH:3][cH:4][cH:5][cH:6]1. Product: C(=C(c1ccccc1)c1ccccc1)C1CCNCC1. The reactants are CCOC(=O)c1cc(Nc2ccc3c(c2)CC2(C3)C(=O)NC(=O)N2C)ncn1, CCO, Cl, [Na+], [OH-]. The product is CN1C(=O)NC(=O)C12Cc1ccc(Nc3cc(C(=O)O)ncn3)cc1C2. As a reaction SMILES: [CH3:1][N:2]1[C:3](=[O:28])[NH:4][C:5](=[O:27])[C:6]12[CH2:7][c:8]1[cH:9][cH:10][c:11]([NH:15][c:16]3[cH:17][c:18]([C:22](=[O:23])[O:24][CH2:25][CH3:26])[n:19][cH:20][n:21]3)[cH:12][c:13]1[CH2:14]2.[CH3:32][CH2:33][OH:34].[ClH:31].[Na+:30].[OH-:29]>>[CH3:1][N:2]1[C:3](=[O:28])[NH:4][C:5](=[O:27])[C:6]12[CH2:7][c:8]1[cH:9][cH:10][c:11]([NH:15][c:16]3[cH:17][c:18]([C:22](=[O:23])[OH:24])[n:19][cH:20][n:21]3)[cH:12][c:13]1[CH2:14]2. Reactants: CCN=C=NCCCN(C)C, CN(C)c1ccncc1, ClCCl, Cl, COCCN1CCCc2ccc(N)cc21, O=C(O)c1ccc(-c2ccccc2)cc1. Reaction SMILES: [CH3:32][N:33]([CH3:34])[CH2:35][CH2:36][CH2:37][N:38]=[C:39]=[N:40][CH2:41][CH3:42].[CH3:46][N:47]([CH3:48])[c:49]1[cH:50][cH:51][n:52][cH:53][cH:54]1.[Cl:43][CH2:44][Cl:45].[ClH:31].[NH2:1][c:2]1[cH:3][cH:4][c:5]2[c:10]([cH:11]1)[N:9]([CH2:12][CH2:13][O:14][CH3:15])[CH2:8][CH2:7][CH2:6]2.[c:16]1(-[c:25]2[cH:26][cH:27][cH:28][cH:29][cH:30]2)[cH:17][cH:18][c:19]([C:22](=[O:23])[OH:24])[cH:20][cH:21]1>>[NH:1]([c:2]1[cH:3][cH:4][c:5]2[c:10]([cH:11]1)[N:9]([CH2:12][CH2:13][O:14][CH3:15])[CH2:8][CH2:7][CH2:6]2)[C:22]([c:19]1[cH:18][cH:17][c:16](-[c:25]2[cH:26][cH:27][cH:28][cH:29][cH:30]2)[cH:21][cH:20]1)=[O:23]. Product: COCCN1CCCc2ccc(NC(=O)c3ccc(-c4ccccc4)cc3)cc21. Reaction SMILES: [CH2:1]([O:2][C:4](=[O:5])[C:6]1([CH2:22][CH2:23][O:3][CH3:24])[CH2:7][CH2:8][N:9]([S:12](=[O:13])(=[O:14])[c:15]2[c:16]([Cl:21])[cH:17][cH:18][cH:19][cH:20]2)[CH2:10][CH2:11]1)[CH3:25].[CH3:27][Al+:28][CH3:29].[CH3:40][c:41]1[cH:42][cH:43][cH:44][cH:45][cH:46]1.[Cl-:26].[F:30][c:31]1[cH:32][c:33]([CH2:37][CH2:38][NH2:39])[cH:34][cH:35][cH:36]1>>[C:4]1(=[O:5])[C:6]2([CH2:7][CH2:8][N:9]([S:12](=[O:13])(=[O:14])[c:15]3[c:16]([Cl:21])[cH:17][cH:18][cH:19][cH:20]3)[CH2:10][CH2:11]2)[CH2:22][CH2:23][N:39]1[CH2:38][CH2:37][c:33]1[cH:32][c:31]([F:30])[cH:36][cH:35][cH:34]1. The product is O=C1N(CCc2cccc(F)c2)CCC12CCN(S(=O)(=O)c1ccccc1Cl)CC2. Starting materials: CCOC(=O)C1(CCOC)CCN(S(=O)(=O)c2ccccc2Cl)CC1, C[Al+]C, Cc1ccccc1, [Cl-], NCCc1cccc(F)c1. Reactants: ClC1=CC=CC(O)=C1. The reagents and catalysts are O1B(OCC1)B2OCCO2, N=1C=CC(=CC1C=2N=CC=C(C2)C(C)(C)C)C(C)(C)C, N(CC)(CC)CC, OC(C)(C)C(O)(C)C, C[OH2+].C[OH2+].C1CC=CCCC=C1.C1CC=CCCC=C1.[Ir].[Ir]. Run in C=1C=CC(=CC1)C, ClC(Cl)Cl. Conditions: temperature 80 celsius, time 2 hour. The product is ClC1=CC=C(B2OC(C)(C)C(O2)(C)C)C(O)=C1. The yield is 60.0%.